This data is from the Open Reaction Database (ORD), a public repository of structured organic reaction records. The task is: describe an organic reaction: reactants, conditions, products, and yield Starting materials: CC(C)(C)OC(=O)NC(C)(C)C(=O)NC(Cc1c[nH]c2ccccc12)C(=O)O, C1CCOC1, CCOC(=O)C(c1ccc2ccccc2c1)c1nc([N+](=O)[O-])c[nH]1. Yields the product CCOC(=O)C(c1ccc2ccccc2c1)c1nc(NC(=O)C(Cc2c[nH]c3ccccc23)NC(=O)C(C)(C)NC(=O)OC(C)(C)C)c[nH]1. RXN SMILES: [C:25]([CH3:26])([CH3:27])([CH3:28])[O:29][C:30](=[O:31])[NH:32][C:33]([C:34](=[O:35])[NH:36][CH:37]([C:38](=[O:39])[OH:40])[CH2:41][c:42]1[cH:43][nH:44][c:45]2[cH:46][cH:47][cH:48][cH:49][c:50]12)([CH3:51])[CH3:52].[O:53]1[CH2:54][CH2:55][CH2:56][CH2:57]1.[cH:1]1[c:2]([CH:11]([C:12](=[O:13])[O:14][CH2:15][CH3:16])[c:17]2[nH:18][cH:19][c:20]([N+:22]([O-:23])=[O:24])[n:21]2)[cH:3][cH:4][c:5]2[cH:6][cH:7][cH:8][cH:9][c:10]12>>[cH:1]1[c:2]([CH:11]([C:12](=[O:13])[O:14][CH2:15][CH3:16])[c:17]2[nH:18][cH:19][c:20]([NH:22][C:38]([CH:37]([NH:36][C:34]([C:33]([NH:32][C:30]([O:29][C:25]([CH3:26])([CH3:27])[CH3:28])=[O:31])([CH3:51])[CH3:52])=[O:35])[CH2:41][c:42]3[cH:43][nH:44][c:45]4[cH:46][cH:47][cH:48][cH:49][c:50]34)=[O:39])[n:21]2)[cH:3][cH:4][c:5]2[cH:6][cH:7][cH:8][cH:9][c:10]12. Starting materials: CC(=O)O, Clc1ccc(Cc2ccccn2)cc1, [Na+], [Na+], O=[Cr](=O)([O-])O[Cr](=O)(=O)[O-], O. Yields the product O=C(c1ccc(Cl)cc1)c1ccccn1. Reaction SMILES: [CH3:26][C:27]([OH:28])=[O:29].[Cl:12][c:13]1[cH:14][cH:15][c:16]([CH2:17][c:18]2[n:19][cH:20][cH:21][cH:22][cH:23]2)[cH:24][cH:25]1.[Na+:1].[Na+:2].[O-:3][Cr:4]([O:5][Cr:6](=[O:7])(=[O:8])[O-:9])(=[O:10])=[O:11].[OH2:30]>>[Cl:12][c:13]1[cH:14][cH:15][c:16]([C:17]([c:18]2[n:19][cH:20][cH:21][cH:22][cH:23]2)=[O:28])[cH:24][cH:25]1.